This data is from the Open Reaction Database (ORD), a public repository of structured organic reaction records. The task is: describe an organic reaction: reactants, conditions, products, and yield The reactants are O, O=S(=O)(O)O, Cc1ccc(C(=O)c2noc(CC#N)n2)cc1. Product: Cc1ccc(C(=O)c2noc(CC(N)=O)n2)cc1. Reaction SMILES: [OH2:23].[S:18]([OH:19])(=[O:20])(=[O:21])[OH:22].[c:1]1([CH3:17])[cH:2][cH:3][c:4]([C:7](=[O:8])[c:9]2[n:10][o:11][c:12]([CH2:14][C:15]#[N:16])[n:13]2)[cH:5][cH:6]1>>[c:1]1([CH3:17])[cH:2][cH:3][c:4]([C:7](=[O:8])[c:9]2[n:10][o:11][c:12]([CH2:14][C:15]([NH2:16])=[O:19])[n:13]2)[cH:5][cH:6]1. Starting materials: C(C(=O)O)(=O)O (oxalic acid), O1[C@@H](C1)COC1=C2C=CNC2=CC=C1 ((S)-(+)-4-(oxiranylmethoxy)-1H-indole), OC1(CCNCC1)C1=CC(=CC=C1)OC (4-hydroxy-4-(3-methoxyphenyl)piperidine), CO (methanol). The solvent is C(C)(=O)OCC (ethyl acetate), C(C)(=O)OCC (ethyl acetate). Product: C(C(=O)O)(=O)O.N1C=CC2=C(C=CC=C12)OC[C@H](CN1CCC(CC1)(C1=CC(=CC=C1)OC)O)O ((2S)-(-)-1-(4-indolyloxy)-3-(4-hydroxy-4-(3-methoxyphenyl)piperidin-1-yl)-2-propanol ethanedioate). Reaction SMILES: [O:1]1[CH2:3][C@H:2]1[CH2:4][O:5][C:6]1[CH:14]=[CH:13][CH:12]=[C:11]2[C:7]=1[CH:8]=[CH:9][NH:10]2.[OH:15][C:16]1([C:22]2[CH:27]=[CH:26][CH:25]=[C:24]([O:28][CH3:29])[CH:23]=2)[CH2:21][CH2:20][NH:19][CH2:18][CH2:17]1.[C:30]([OH:35])(=[O:34])[C:31]([OH:33])=[O:32].CO>C(OCC)(=O)C>[C:30]([OH:35])(=[O:34])[C:31]([OH:33])=[O:32].[NH:10]1[C:11]2[C:7](=[C:6]([O:5][CH2:4][C@@H:2]([OH:1])[CH2:3][N:19]3[CH2:18][CH2:17][C:16]([OH:15])([C:22]4[CH:27]=[CH:26][CH:25]=[C:24]([O:28][CH3:29])[CH:23]=4)[CH2:21][CH2:20]3)[CH:14]=[CH:13][CH:12]=2)[CH:8]=[CH:9]1 |f:5.6|. Reported procedure: The title compound was prepared in similar fashion from (S)-(+)-4-(oxiranylmethoxy)-1H-indole and 4-hydroxy-4-(3-methoxyphenyl)piperidine. The resulting free base was dissolved in ethyl acetate, and precipitated with one equivalent of oxalic acid in ethyl acetate in 76% overall yield. FDMS m/e=396 (M+ of free base). α[D]589 =-8.13 (c=0.69, methanol). Reactants: O1C(COC2=C1C=CC=C2)CN2CCC(CC2)CNC(C)=O (N-[[1-[(2,3-dihydro-1,4-benzodioxin-2-yl)methyl]-4-piperidinyl]methyl]acetamide), Br (hydrobromic acid). Run in O (water), O (water). Run at time 4 hour. Product: Br.Br.O1C(COC2=C1C=CC=C2)CN2CCC(CC2)CN (1-[(2,3-dihydro-1,4-benzodioxin-2-yl)methyl]-4-piperidinemethanamine dihydrobromide). As a reaction SMILES: [O:1]1[C:6]2[CH:7]=[CH:8][CH:9]=[CH:10][C:5]=2[O:4][CH2:3][CH:2]1[CH2:11][N:12]1[CH2:17][CH2:16][CH:15]([CH2:18][NH:19]C(=O)C)[CH2:14][CH2:13]1.[BrH:23]>O>[BrH:23].[BrH:23].[O:1]1[C:6]2[CH:7]=[CH:8][CH:9]=[CH:10][C:5]=2[O:4][CH2:3][CH:2]1[CH2:11][N:12]1[CH2:13][CH2:14][CH:15]([CH2:18][NH2:19])[CH2:16][CH2:17]1 |f:3.4.5|. Reported procedure: A mixture of 2 parts of N-[[1-[(2,3-dihydro-1,4-benzodioxin-2-yl)methyl]-4-piperidinyl]methyl]acetamide, 15 parts of a hydrobromic acid solution 48% in water and 10 parts of water was stirred for 4 hours at reflux temperature. The reaction mixture was evaporated. The residue was crystallized from a mixture of ethanol and acetonitrile. The product was filtered off and dried, yielding 2 parts of 1-[(2,3-dihydro-1,4-benzodioxin-2-yl)methyl]-4-piperidinemethanamine dihydrobromide; mp. 235.3° C. (int... Reactants: OC1C(C2=C(OC1(C)C)C=CS2)N2C(CCCC2)=O (5,6-dihydro-6-hydroxy-5,5-dimethyl-7-(2-oxopiperidin-1-yl)-7H-thieno[3,2-b]pyran), BrBr (bromine), IR(KBr). Run in ClCCl (dichloromethane). Product: BrC1=CC=2OC(C(C(C2S1)N1C(CCCC1)=O)O)(C)C (2-Bromo-5,6-dihydro-6-hydroxy-5,5-dimethyl-7-(2-oxopiperidin-1-yl)-7H-thieno[3,2-b]pyran). RXN SMILES: [OH:1][CH:2]1[C:7]([CH3:9])([CH3:8])[O:6][C:5]2[CH:10]=[CH:11][S:12][C:4]=2[CH:3]1[N:13]1[CH2:18][CH2:17][CH2:16][CH2:15][C:14]1=[O:19].[Br:20]Br>ClCCl>[Br:20][C:11]1[S:12][C:4]2[CH:3]([N:13]3[CH2:18][CH2:17][CH2:16][CH2:15][C:14]3=[O:19])[CH:2]([OH:1])[C:7]([CH3:8])([CH3:9])[O:6][C:5]=2[CH:10]=1. Procedure details: The title compound was prepared as described in Example 4 starting with 5,6-dihydro-6-hydroxy-5,5-dimethyl-7-(2-oxopiperidin-1-yl)-7H-thieno[3,2-b]pyran (1.4 g, 5.0 mmol) and bromine (0.27 mL, 5.2 mmol) in dichloromethane (30 mL). Purification by flash chromatography using 1% methanol in dichloromethane as the eluant and recrystallization from dichloromethane/hexanes gave the product, 3.87 g (78%), as a colorless solid: mp 200°-202° C.; IR(KBr): 3442, 2942, 1616, 1571 and 1488 cm-1 ; MS: m/z 360... Reactants: ice, ice, Cl (hydrochloric acid), BrC=1C(=C(C(=NC1C)O)C#N)C (5-bromo-3-cyano-2-hydroxy -4,6-dimethylpyridine). The reagents and catalysts are CN(C=O)C (N,N-dimethylformamide). Run in P(=O)(Cl)(Cl)Cl (phosphorus oxychloride). Conditions: time 72 hour. Product: BrC=1C(=C(C(=NC1C)Cl)C#N)C (5-bromo-2-chloro-3-cyano -4,6-dimethylpyridine). As a reaction SMILES: [Br:1][C:2]1[C:3]([CH3:12])=[C:4]([C:10]#[N:11])[C:5](O)=[N:6][C:7]=1[CH3:8].[ClH:13]>P(Cl)(Cl)(Cl)=O.CN(C)C=O>[Br:1][C:2]1[C:3]([CH3:12])=[C:4]([C:10]#[N:11])[C:5]([Cl:13])=[N:6][C:7]=1[CH3:8]. Procedure: A mixture of 9.0 grams (0.040 mole) of 5-bromo-3-cyano-2-hydroxy -4,6-dimethylpyridine in 40 mL of phosphorus oxychloride is stirred, and one drop (catalyst) of N,N-dimethylformamide is added. The reaction mixture is then stirred at ambient temperature for about five hours, and then allowed to stand for about 72 hours. After this time, the reaction mixture is poured into 1000 mL of ice containing about one mL of concentrated hydrochloric acid. The mixture is stirred until the ice melts. The resu... Solvent: CO (methanol). As a reaction SMILES: [Na].[OH2:2].Cl.Cl.[CH3:5][O:6][CH2:7][C:8]1[N:9]=[C:10](N2CCNCC2)[C:11]2[S:17][CH2:16][CH2:15][CH2:14][C:12]=2[N:13]=1>CO>[OH:2][C:10]1[C:11]2[S:17][CH2:16][CH2:15][CH2:14][C:12]=2[N:13]=[C:8]([CH2:7][O:6][CH3:5])[N:9]=1 |f:1.2.3.4,^1:0|. Product: OC=1C2=C(N=C(N1)COC)CCCS2 (7,8-dihydro-4-hydroxy-2-Methoxymethyl-6H-thiopyrano[3,2-d]pyrimidine). Procedure: Sodium metal (0.46 g, 0.02 gr. atm.), was dissolved in methanol (I00 ml) and the product from step A was added. The reaction mixture was refluxed for 4 hours and then most of the solvent was removed in vacuo. The addition of water afforded 1.2 g of title compound which was dried and used in step C without further purification Starting materials: [Na] (Sodium), O.Cl.Cl.COCC=1N=C(C2=C(N1)CCCS2)N2CCNCC2 (7,8-dihydro-2-Methoxymethyl-4-(1-piperazinyl)-6H-thiopyrano[3,2-d]pyrimidine dihydrochloride hydrate). Starting materials: O=C(NCCBr)c1cnccn1, CC#N, O=C(OC1CN2CCC1CC2)C1(c2ccccc2)CCCCCC1. The product is [Br-], O=C(NCC[N+]12CCC(CC1)C(OC(=O)C1(c3ccccc3)CCCCCC1)C2)c1cnccn1. Reaction SMILES: [Br:1][CH2:2][CH2:3][NH:4][C:5](=[O:6])[c:7]1[n:8][cH:9][cH:10][n:11][cH:12]1.[CH3:37][C:38]#[N:39].[N:13]12[CH2:14][CH:15]([O:21][C:22](=[O:23])[C:24]3([c:31]4[cH:32][cH:33][cH:34][cH:35][cH:36]4)[CH2:25][CH2:26][CH2:27][CH2:28][CH2:29][CH2:30]3)[CH:16]([CH2:17][CH2:18]1)[CH2:19][CH2:20]2>>[Br-:1].[CH2:2]([CH2:3][NH:4][C:5](=[O:6])[c:7]1[n:8][cH:9][cH:10][n:11][cH:12]1)[N+:13]12[CH2:14][CH:15]([O:21][C:22](=[O:23])[C:24]3([c:31]4[cH:32][cH:33][cH:34][cH:35][cH:36]4)[CH2:25][CH2:26][CH2:27][CH2:28][CH2:29][CH2:30]3)[CH:16]([CH2:17][CH2:18]1)[CH2:19][CH2:20]2.